This data is from the Open Reaction Database (ORD), a public repository of structured organic reaction records. The task is: describe an organic reaction: reactants, conditions, products, and yield Reactants: CSCN1C=CC=2C=NC(=CC21)C(=O)OC(C)(C)C (tert-butyl 1-(methylthiomethyl)-1H-pyrrolo[3,2-c]pyridine-6-carboxylate), OOS(=O)[O-].[K+] (Oxone), O (H2O). Run in CO (MeOH). The product is CS(=O)(=O)CN1C=CC=2C=NC(=CC21)C(=O)OC(C)(C)C (tert-butyl 1-(methylsulfonylmethyl)-1H-pyrrolo[3,2-c]pyridine-6-carboxylate). Yield: 80.0%. RXN SMILES: [CH3:1][S:2][CH2:3][N:4]1[C:12]2[CH:11]=[C:10]([C:13]([O:15][C:16]([CH3:19])([CH3:18])[CH3:17])=[O:14])[N:9]=[CH:8][C:7]=2[CH:6]=[CH:5]1.[OH:20]OS([O-])=O.[K+].[OH2:26]>CO>[CH3:1][S:2]([CH2:3][N:4]1[C:12]2[CH:11]=[C:10]([C:13]([O:15][C:16]([CH3:19])([CH3:18])[CH3:17])=[O:14])[N:9]=[CH:8][C:7]=2[CH:6]=[CH:5]1)(=[O:20])=[O:26] |f:1.2|. Procedure details: A mixture of tert-butyl 1-(methylthiomethyl)-1H-pyrrolo[3,2-c]pyridine-6-carboxylate (8A, 920 mg, 3.3 mmol) and Oxone (4.2 g, 6.8 mmol) in MeOH:H2O=1:1 (20 ml) was stirred at room temperature for 2 h. The mixture was extracted with EtOAc:H2O. The organic layer was washed with brine, dried over MgSO4 and concentrated in vacuo. The crude mixture was purified by chromatography (SiO2, EtOAc) to give tert-butyl 1-(methylsulfonylmethyl)-1H-pyrrolo[3,2-c]pyridine-6-carboxylate (8B, 820 mg, 80% yield) a... Product: O=C(NC1CCCCC1N1CCCC1)c1ccc(C(F)(F)F)cc1C(F)(F)F. Reaction SMILES: [ClH:1].[ClH:2].[F:15][C:16]([c:17]1[c:18]([C:19](=[O:20])[OH:21])[cH:22][cH:23][c:24]([C:26]([F:27])([F:28])[F:29])[cH:25]1)([F:30])[F:31].[N:3]1([CH:8]2[CH:9]([NH2:14])[CH2:10][CH2:11][CH2:12][CH2:13]2)[CH2:4][CH2:5][CH2:6][CH2:7]1>>[N:3]1([CH:8]2[CH:9]([NH:14][C:19]([c:18]3[c:17]([C:16]([F:15])([F:30])[F:31])[cH:25][c:24]([C:26]([F:27])([F:28])[F:29])[cH:23][cH:22]3)=[O:20])[CH2:10][CH2:11][CH2:12][CH2:13]2)[CH2:4][CH2:5][CH2:6][CH2:7]1. The reactants are Cl, Cl, O=C(O)c1ccc(C(F)(F)F)cc1C(F)(F)F, NC1CCCCC1N1CCCC1. As a reaction SMILES: [CH3:4][OH:5].[CH3:7][N:8]([CH3:9])[CH2:10][CH:11]1[C:12](=[O:20])[c:13]2[c:14]([s:17][cH:18][cH:19]2)[S:15][CH2:16]1.[ClH:6].[K:1][C:2]#[N:3].[OH2:21]>>[C:2](#[N:3])[CH2:10][CH:11]1[C:12](=[O:20])[c:13]2[c:14]([s:17][cH:18][cH:19]2)[S:15][CH2:16]1. The product is N#CCC1CSc2sccc2C1=O. Starting materials: CO, CN(C)CC1CSc2sccc2C1=O, Cl, N#C[K], O. RXN SMILES: C([NH:5][C:6]1[C:11]([C:12]2[N:16]([C:17]3[CH:22]=[CH:21][C:20]([CH3:23])=[C:19]([F:24])[C:18]=3[F:25])[N:15]=[N:14][N:13]=2)=[CH:10][CH:9]=[CH:8][N:7]=1)(C)(C)C.Cl.[OH-].[Na+]>CO>[F:25][C:18]1[C:19]([F:24])=[C:20]([CH3:23])[CH:21]=[CH:22][C:17]=1[N:16]1[C:12]([C:11]2[C:6]([NH2:5])=[N:7][CH:8]=[CH:9][CH:10]=2)=[N:13][N:14]=[N:15]1 |f:2.3|. Reactants: C(C)(C)(C)NC1=NC=CC=C1C1=NN=NN1C1=C(C(=C(C=C1)C)F)F (N-tert-butyl-3-(1-(2,3-difluoro-4-methylphenyl)-1H-tetrazol-5-yl)pyridin-2-amine), Cl (HCl), [OH-].[Na+] (sodium hydroxide). Product: FC1=C(C=CC(=C1F)C)N1N=NN=C1C=1C(=NC=CC1)N (3-(1-(2,3-difluoro-4-methylphenyl)-1H-tetrazol-5-yl)pyridin-2-amine). Run in CO (methanol). Yield: 107.9%. Procedure details: Compound 1072 (69 g) was taken into 210 mL of methanol and 420 mL of 6M HCl and refluxed for 18 hrs. The reaction was cooled to room temperature and the pH adjusted to 8 with 6M sodium hydroxide. The resulting white precipitate was collected by vacuum filtration, washed well with water, and dried at 55° C. under vacuum overnight to afford 3-(1-(2,3-difluoro-4-methylphenyl)-1H-tetrazol-5-yl)pyridin-2-amine (62.32 g). Reactants: CC1OC1(Cn1cncn1)c1ccccc1F, c1c[nH]nn1. The product is CC(n1ccnn1)C(O)(Cn1cncn1)c1ccccc1F. As a reaction SMILES: [F:6][c:7]1[c:8]([C:13]2([CH2:17][n:18]3[n:19][cH:20][n:21][cH:22]3)[O:14][CH:15]2[CH3:16])[cH:9][cH:10][cH:11][cH:12]1.[nH:1]1[n:2][n:3][cH:4][cH:5]1>>[n:1]1([CH:15]([C:13]([c:8]2[c:7]([F:6])[cH:12][cH:11][cH:10][cH:9]2)([OH:14])[CH2:17][n:18]2[n:19][cH:20][n:21][cH:22]2)[CH3:16])[n:2][n:3][cH:4][cH:5]1. Starting materials: Cl, CC(C)(C)OC(=O)NC1CCc2cc(-c3ccccc3)ccc2NC1=O, C1COCCO1. The product is Cl, NC1CCc2cc(-c3ccccc3)ccc2NC1=O. Reaction SMILES: [ClH:27].[O:1]=[C:2]1[NH:3][c:4]2[c:5]([cH:17][c:18](-[c:21]3[cH:22][cH:23][cH:24][cH:25][cH:26]3)[cH:19][cH:20]2)[CH2:6][CH2:7][CH:8]1[NH:9][C:10](=[O:11])[O:12][C:13]([CH3:14])([CH3:15])[CH3:16].[O:28]1[CH2:29][CH2:30][O:31][CH2:32][CH2:33]1>>[ClH:27].[O:1]=[C:2]1[NH:3][c:4]2[c:5]([cH:17][c:18](-[c:21]3[cH:22][cH:23][cH:24][cH:25][cH:26]3)[cH:19][cH:20]2)[CH2:6][CH2:7][CH:8]1[NH2:9]. The yield is 62.5%. Procedure: To a mixture of (3S)-3-amino-3-carboxypropionic acid methyl ester hydrochloride (206 g), sulfuric acid (552 g), potassium bromide (536 g) and water (2510 ml) is added dropwise a solution of sodium nitrite (93 g) in water (200 ml) at a temperature from 10° C. to 12° C. over a period of 45 minutes. The mixture is stirred at the same temperature for 20 minutes, and thereto is added urea (40 g) in portions. The mixture is extracted with ether, and the extract is washed, dried, and concentrated under... Reaction SMILES: Cl.[CH3:2][O:3][C:4](=[O:11])[CH2:5][C@H:6](N)[C:7]([OH:9])=[O:8].S(=O)(=O)(O)O.[Br-:17].[K+].N([O-])=O.[Na+].NC(N)=O>O>[CH3:2][O:3][C:4](=[O:11])[CH2:5][C@H:6]([Br:17])[C:7]([OH:9])=[O:8] |f:0.1,3.4,5.6|. The reactants are N(=O)[O-].[Na+] (sodium nitrite), NC(=O)N (urea), Cl.COC(C[C@@H](C(=O)O)N)=O ((3S)-3-amino-3-carboxypropionic acid methyl ester hydrochloride), S(O)(O)(=O)=O (sulfuric acid), [Br-].[K+] (potassium bromide). Run in O (water), O (water). Reaction conditions: time 20 minute. The product is COC(C[C@@H](C(=O)O)Br)=O ((3S)-3-bromo-3-carboxypropionic acid methyl ester). The reactants are [Na] (sodium), C1(=CC=CC=C1)CCO (2-phenylethanol), CS(=O)C1=NN2C(C=C(C=C2N)C2=NC=CC=C2)=N1 (2-methanesulfinyl-7-pyridin-2-yl-[1,2,4]triazolo[1,5-a]pyridin-5-ylamine). Run at time 16 hour. Yields the product C(CC1=CC=CC=C1)OC1=NN2C(C=C(C=C2N)C2=NC=CC=C2)=N1 (2-phenethyloxy-7-pyridin-2-yl-[1,2,4]triazolo[1,5-a]pyridin-5-ylamine). Yield: 83.0%. As a reaction SMILES: [Na].CS([C:5]1[N:20]=[C:8]2[CH:9]=[C:10]([C:14]3[CH:19]=[CH:18][CH:17]=[CH:16][N:15]=3)[CH:11]=[C:12]([NH2:13])[N:7]2[N:6]=1)=O.[C:21]1([CH2:27][CH2:28][OH:29])[CH:26]=[CH:25][CH:24]=[CH:23][CH:22]=1>>[CH2:28]([O:29][C:5]1[N:20]=[C:8]2[CH:9]=[C:10]([C:14]3[CH:19]=[CH:18][CH:17]=[CH:16][N:15]=3)[CH:11]=[C:12]([NH2:13])[N:7]2[N:6]=1)[CH2:27][C:21]1[CH:26]=[CH:25][CH:24]=[CH:23][CH:22]=1 |^1:0|. Procedure details: 0.06 g (0.003 mol) sodium in 50 ml 2-phenylethanol were stirred overnight at 60° C. 0.2 g (0.0007 mol) 2-methanesulfinyl-7-pyridin-2-yl-[1,2,4]triazolo[1,5-a]pyridin-5-ylamine added and stirring was continued at 160° C. for 16 hours. Evaporation of the solvent and chromatography on silicagel with ethylacetate gave 0.2 g (83%) 2-phenethyloxy-7-pyridin-2-yl-[1,2,4]triazolo[1,5-a]pyridin-5-ylamine, MS m/e (%):332 (M+H+,100). The reactants are N1=CC(=CC=C1)CCCNC(OC(C)(C)C)=O (tert-Butyl 3-(pyridin-3-yl)propylcarbamate), C(=O)(C(F)(F)F)O (TFA). The solvent is C(Cl)Cl (CH2Cl2). Reaction conditions: time 1 hour. Yields the product N1=CC(=CC=C1)CCCN (3-(pyridin-3-yl)propan-1-amine). The yield is 67.8%. As a reaction SMILES: [N:1]1[CH:6]=[CH:5][CH:4]=[C:3]([CH2:7][CH2:8][CH2:9][NH:10]C(=O)OC(C)(C)C)[CH:2]=1.C(O)(C(F)(F)F)=O>C(Cl)Cl>[N:1]1[CH:6]=[CH:5][CH:4]=[C:3]([CH2:7][CH2:8][CH2:9][NH2:10])[CH:2]=1. Reported procedure: (See FIG. 10.) To a solution of 29 (249 mg, 1.05 mmol) in CH2Cl2 (3 mL) at 0° C. was added TFA (2 mL, excess), the ice bath was removed and the resultant solution was stirred at ambient temperature for 1 h. The solvent and excess TFA were removed with a stream of nitrogen and the residue was partitioned between HCl(aq) (1.0 M, 2 mL) and EtOAc (10 mL). The aqueous fraction was collected and subsequently washed with EtOAc (2×10 mL). To the remaining aqueous fraction was added CH2Cl2 (20 mL) and wa...